The task is: describe an organic reaction: reactants, conditions, products, and yield. This data is from the Open Reaction Database (ORD), a public repository of structured organic reaction records. The reactants are N1(CCOCC1)C(=O)C1=CC(=CC(=C1)C(F)(F)F)[N+](=O)[O-] (morpholin-4-yl-(3-nitro-5-trifluoromethyl-phenyl)-methanone), [Cl-].[NH4+] (ammonium chloride). Reagents/catalysts: [Zn] (Zn). The solvent is CO (MeOH). Reaction conditions: time 7.5 minute. Product: NC=1C=C(C=C(C1)C(F)(F)F)C(=O)N1CCOCC1 ((3-Amino-5-trifluoromethyl-phenyl)-morpholin-4-yl-methanone). Reaction SMILES: [N:1]1([C:7]([C:9]2[CH:14]=[C:13]([C:15]([F:18])([F:17])[F:16])[CH:12]=[C:11]([N+:19]([O-])=O)[CH:10]=2)=[O:8])[CH2:6][CH2:5][O:4][CH2:3][CH2:2]1.[Cl-].[NH4+]>CO.[Zn]>[NH2:19][C:11]1[CH:10]=[C:9]([C:7]([N:1]2[CH2:2][CH2:3][O:4][CH2:5][CH2:6]2)=[O:8])[CH:14]=[C:13]([C:15]([F:16])([F:17])[F:18])[CH:12]=1 |f:1.2|. Reported procedure: Dissolve the morpholin-4-yl-(3-nitro-5-trifluoromethyl-phenyl)-methanone (830 mg, 2.7 mmol) in MeOH (40 mL) at room temperature. Add ammonium chloride (3 g, 56 mmol) and stir at for 10 minutes before adding Zn powder (5 g, 76 mmol) with stirring for another 5-10 minutes. Filter and wash with MeOH. Concentrate to a white solid of 2 g material, containing excess ammonium chloride. LCMS (ES), m/z 275 (M+1). Use in the next step without further purification. The reactants are BrC=1C(=C(C(=O)OC)C(=CC1)CSC1=C(C=CC=C1)OC)O (methyl 3-bromo-2-hydroxy-6-(2-methoxyphenylthiomethyl)benzoate), N1=C(C=CC=C1)S (2-pyridinethiol), BrC=1C(=C(C(=O)OC)C(=CC1)CBr)OC (methyl 3-bromo-6-bromomethyl-2-methoxybenzoate), BrC=1C(=C(C(=O)OC)C(=CC1)CBr)OC (methyl 3-bromo-6-bromomethyl-2-methoxybenzoate). The product is BrC=1C(=C(C(=O)OC)C(=CC1)CSC1=NC=CC=C1)OC (Methyl 3-bromo-2-methoxy-6-(pyrid-2-ylthiomethyl)benzoate). RXN SMILES: BrC1C(O)=C(C(CSC2C=CC=CC=2OC)=CC=1)C(OC)=O.[Br:23][C:24]1[C:25]([O:36][CH3:37])=[C:26]([C:31]([CH2:34]Br)=[CH:32][CH:33]=1)[C:27]([O:29][CH3:30])=[O:28].[N:38]1[CH:43]=[CH:42][CH:41]=[CH:40][C:39]=1[SH:44]>>[Br:23][C:24]1[C:25]([O:36][CH3:37])=[C:26]([C:31]([CH2:34][S:44][C:39]2[CH:40]=[CH:41][CH:42]=[CH:43][N:38]=2)=[CH:32][CH:33]=1)[C:27]([O:29][CH3:30])=[O:28]. Procedure: Prepared by proceeding in a similar manner to Intermediate 82, starting from methyl 3-bromo-6-bromomethylbenzoate (Intermediate 89) and 2-pyridinethiol. The reactants are [Al+3], O=C(Cl)CCCCCCCBr, [Cl-], [Cl-], [Cl-], Cl, O, c1ccccc1. Yields the product O=C(CCCCCCCBr)c1ccccc1. Reaction SMILES: [Al+3:2].[Br:5][CH2:6][CH2:7][CH2:8][CH2:9][CH2:10][CH2:11][CH2:12][C:13](=[O:14])[Cl:15].[Cl-:1].[Cl-:3].[Cl-:4].[ClH:17].[OH2:16].[cH:18]1[cH:19][cH:20][cH:21][cH:22][cH:23]1>>[Br:5][CH2:6][CH2:7][CH2:8][CH2:9][CH2:10][CH2:11][CH2:12][C:13](=[O:14])[c:18]1[cH:19][cH:20][cH:21][cH:22][cH:23]1. The reactants are CC(C)Oc1cc(-n2c(Cl)nc(C(F)(F)F)cc2=O)c(F)cc1Br, CCO. As a reaction SMILES: [Br:1][c:2]1[cH:3][c:4]([F:24])[c:5](-[n:12]2[c:13]([Cl:23])[n:14][c:15]([C:19]([F:20])([F:21])[F:22])[cH:16][c:17]2=[O:18])[cH:6][c:7]1[O:8][CH:9]([CH3:10])[CH3:11].[CH3:25][CH2:26][OH:27]>>[Br:1][c:2]1[cH:3][c:4]([F:24])[c:5](-[n:12]2[c:13]([O:27][CH2:26][CH3:25])[n:14][c:15]([C:19]([F:20])([F:21])[F:22])[cH:16][c:17]2=[O:18])[cH:6][c:7]1[O:8][CH:9]([CH3:10])[CH3:11]. Product: CCOc1nc(C(F)(F)F)cc(=O)n1-c1cc(OC(C)C)c(Br)cc1F. Starting materials: O=C1CCCCCO1, CCO, [K+], [OH-], O. The product is O=C(O)CCCCCO. RXN SMILES: [C:1]1(=[O:8])[CH2:2][CH2:3][CH2:4][CH2:5][CH2:6][O:7]1.[CH3:9][CH2:10][OH:11].[K+:13].[OH-:12].[OH2:14]>>[C:1]([CH2:2][CH2:3][CH2:4][CH2:5][CH2:6][OH:11])([OH:7])=[O:8]. The reactants are C(C)(=O)O (acetic acid), OCC1C(NC=2CCC(CC2C1)CC1=CC=C(C=C1)OC)=O (3,4,5,6,7,8-hexahydro-3-hydroxymethyl-6-((4-methoxyphenyl)methyl)quinolin-2[1H]-one), Cl (HCl). Solvent: C1CCOC1 (THF). Conditions: time 18 hour. The product is OCC1CNC2CCC(CC2C1)CC1=CC=C(C=C1)OC ((±)-(3RS,4aRS,6SR,8aRS)-1,2,3,4,4a,5,6,7,8,8a-Decahydro-3-hydroxymethyl-6-((4-methoxyphenyl)methyl)quinoline). The yield is 34.0%. Reaction SMILES: [OH:1][CH2:2][CH:3]1[CH2:12][C:11]2[CH2:10][CH:9]([CH2:13][C:14]3[CH:19]=[CH:18][C:17]([O:20][CH3:21])=[CH:16][CH:15]=3)[CH2:8][CH2:7][C:6]=2[NH:5][C:4]1=O.C(O)(=O)C.Cl>C1COCC1>[OH:1][CH2:2][CH:3]1[CH2:12][CH:11]2[CH:6]([CH2:7][CH2:8][CH:9]([CH2:13][C:14]3[CH:19]=[CH:18][C:17]([O:20][CH3:21])=[CH:16][CH:15]=3)[CH2:10]2)[NH:5][CH2:4]1. Reported procedure: 3,4,5,6,7,8-Hexahydro-3-hydroxymethyl-6-((4-methoxyphenyl)methyl)quinolin-2[1H]-one (24.7 g) (prepared according to step c) in THF (200 ml) was treated with borane-dimethylsulphide complex (25 ml) and stirred at room temperature under argon for 18 hours. The reaction mixture was then treated with aqueous acetic acid (20%) until pH 5 and then stirred for an hour. HCl was added until the mixture was strongly acidic and then the solvent removed in vacuo. The residue was dissolved in methanol, conce... Reactants: 1c, C1(=CC=CC=C1)S(=O)(=O)C=1C(=NC=CC1)C=O (3-benzenesulfonylpyridine-2-carbaldehyde), COC(CN1C(=CC2=CC(=CC=C12)F)C)=O ((5-fluoro-2-methylindol-1-yl)acetic acid methyl ester). RXN SMILES: [C:1]1([S:7]([C:10]2[C:11]([CH:16]=O)=[N:12][CH:13]=[CH:14][CH:15]=2)(=[O:9])=[O:8])[CH:6]=[CH:5][CH:4]=[CH:3][CH:2]=1.[CH3:18][O:19][C:20](=[O:33])[CH2:21][N:22]1[C:30]2[C:25](=[CH:26][C:27]([F:31])=[CH:28][CH:29]=2)[CH:24]=[C:23]1[CH3:32]>>[CH3:18][O:19][C:20](=[O:33])[CH2:21][N:22]1[C:30]2[C:25](=[CH:26][C:27]([F:31])=[CH:28][CH:29]=2)[C:24]([CH2:16][C:11]2[C:10]([S:7]([C:1]3[CH:2]=[CH:3][CH:4]=[CH:5][CH:6]=3)(=[O:8])=[O:9])=[CH:15][CH:14]=[CH:13][N:12]=2)=[C:23]1[CH3:32]. Procedure details: The title compound was prepared by the method of Preparation 1c using 3-benzenesulfonylpyridine-2-carbaldehyde and (5-fluoro-2-methylindol-1-yl)acetic acid methyl ester. Yields the product COC(CN1C(=C(C2=CC(=CC=C12)F)CC1=NC=CC=C1S(=O)(=O)C1=CC=CC=C1)C)=O ([3-(3-benzenesulfonylpyridin-2-ylmethyl)-5-fluoro-2-methylindol-1-yl]acetic acid methyl ester). Starting materials: CCN(C(C)C)C(C)C, O=C(Cl)c1ccccc1Cl, ClCCl, NC1CC2CN(c3ccc(OC(F)(F)F)cc3)C(=O)N2C1, O. The product is O=C(NC1CC2CN(c3ccc(OC(F)(F)F)cc3)C(=O)N2C1)c1ccccc1Cl. Reaction SMILES: [CH:32]([N:33]([CH2:34][CH3:35])[CH:36]([CH3:37])[CH3:38])([CH3:39])[CH3:40].[Cl:1][c:2]1[c:3]([C:4](=[O:5])[Cl:6])[cH:7][cH:8][cH:9][cH:10]1.[Cl:42][CH2:43][Cl:44].[NH2:11][CH:12]1[CH2:13][CH:14]2[N:15]([C:16](=[O:30])[N:17]([c:19]3[cH:20][cH:21][c:22]([O:25][C:26]([F:27])([F:28])[F:29])[cH:23][cH:24]3)[CH2:18]2)[CH2:31]1.[OH2:41]>>[Cl:1][c:2]1[c:3]([C:4](=[O:5])[NH:11][CH:12]2[CH2:13][CH:14]3[N:15]([C:16](=[O:30])[N:17]([c:19]4[cH:20][cH:21][c:22]([O:25][C:26]([F:27])([F:28])[F:29])[cH:23][cH:24]4)[CH2:18]3)[CH2:31]2)[cH:7][cH:8][cH:9][cH:10]1. Product: FC(CNC=1C=CC2=C(N3C(S2)=NCC3)C1)(F)F (2,3-dihydro-N-(2,2,2-trifluoroethyl)imidazo[2,1-b]benzothiazol-6-amine). Reactants: 60, FC(C(=O)O)(F)F (trifluoroacetic acid), [BH4-].[Na+] (sodium borohydride), N=1CCN2C1SC1=C2C=C(C=C1)N (2,3-dihydroimidazo[2,1-b]benzothiazol-6-amine), ice water. Procedure details: To a stirred mixture of 60 parts of trifluoroacetic acid and 4 parts of sodium borohydride are added portionwise, during a 5 hours-period, 4 parts of 2,3-dihydroimidazo[2,1-b]benzothiazol-6-amine at 30°-40° C. The reaction mixture is poured onto 300 parts of ice-water. The precipitated product is filtered off, washed with water and taken up in trichloromethane. The mixture is washed with ammonium hydroxide. The organic phase is dried, filtered and evaporated. The residue is crystallized from ace... As a reaction SMILES: [F:1][C:2]([F:7])([F:6])[C:3](O)=O.[BH4-].[Na+].[N:10]1[CH2:11][CH2:12][N:13]2[C:17]3[CH:18]=[C:19]([NH2:22])[CH:20]=[CH:21][C:16]=3[S:15][C:14]=12>>[F:1][C:2]([F:7])([F:6])[CH2:3][NH:22][C:19]1[CH:20]=[CH:21][C:16]2[S:15][C:14]3=[N:10][CH2:11][CH2:12][N:13]3[C:17]=2[CH:18]=1 |f:1.2|. The reactants are ClC1=NC(=C(C(=N1)Cl)OCCO)N1CCOCC1 (2-(2,4-dichloro-6-morpholin-4-yl-pyrimidin-5-yloxy)-ethanol), [H-].[Na+] (sodium hydride). The solvent is C1CCOC1 (THF). Run at time 30 minute. Product: ClC=1N=C(C2=C(N1)OCCO2)N2CCOCC2 (2-Chloro-4-morpholin-4-yl-6,7-dihydro-[1,4]dioxino[2,3-d]pyrimidine). Yield: 90.3%. RXN SMILES: [Cl:1][C:2]1[N:7]=[C:6](Cl)[C:5]([O:9][CH2:10][CH2:11][OH:12])=[C:4]([N:13]2[CH2:18][CH2:17][O:16][CH2:15][CH2:14]2)[N:3]=1.[H-].[Na+]>C1COCC1>[Cl:1][C:2]1[N:3]=[C:4]([N:13]2[CH2:18][CH2:17][O:16][CH2:15][CH2:14]2)[C:5]2[O:9][CH2:10][CH2:11][O:12][C:6]=2[N:7]=1 |f:1.2|. Procedure details: To a solution of 2-(2,4-dichloro-6-morpholin-4-yl-pyrimidin-5-yloxy)-ethanol (145 mg, 0.49 mmol) in THF (5 mL) was added sodium hydride (59 mg, 1.50 mmol, 60% dispersion in mineral oil) and the resulting mixture stirred at RT for 30 minutes. The reaction mixture was quenched with saturated aqueous ammonium chloride solution and extracted with ethyl acetate. The combined organic extracts were dried (Na2SO4) and concentrated in vacuo affording 2-Chloro-4-morpholin-4-yl-6,7-dihydro-[1,4]dioxino[2,3...